From a dataset of the Open Reaction Database (ORD), a public repository of structured organic reaction records. describe an organic reaction: reactants, conditions, products, and yield Yields the product Cc1nc(N(C)Cc2ccco2)c2nc(-c3ccccc3)cc-2[nH]1. As a reaction SMILES: [CH3:18][NH:19][CH2:20][c:21]1[cH:22][cH:23][cH:24][o:25]1.[Cl:1][c:2]1[c:3]2[n:11][c:10](-[c:12]3[cH:13][cH:14][cH:15][cH:16][cH:17]3)[cH:9][c:4]-2[nH:5][c:6]([CH3:8])[n:7]1.[K+:26].[K+:27].[O-:28][C:29]([O-:30])=[O:31].[OH2:32]>>[c:2]1([N:19]([CH3:18])[CH2:20][c:21]2[cH:22][cH:23][cH:24][o:25]2)[c:3]2[n:11][c:10](-[c:12]3[cH:13][cH:14][cH:15][cH:16][cH:17]3)[cH:9][c:4]-2[nH:5][c:6]([CH3:8])[n:7]1. Reactants: CNCc1ccco1, Cc1nc(Cl)c2nc(-c3ccccc3)cc-2[nH]1, [K+], [K+], O=C([O-])[O-], O.